From a dataset of the Open Reaction Database (ORD), a public repository of structured organic reaction records. describe an organic reaction: reactants, conditions, products, and yield Isolated yield 43.8%. Reactants: ClC(Cl)(OC(OC(Cl)(Cl)Cl)=O)Cl (triphosgene), CO (Methanol), COC=1C=C2C(=CC=NC2=CC1OC)OC1=C(C(=C(N)C=C1)C)C (4-[(6,7-Dimethoxy-4-quinolyl)oxy]-2,3-dimethyl-aniline), NC1=NC=CC=C1 (2-aminopyridine). RXN SMILES: [CH3:1][O:2][C:3]1[CH:4]=[C:5]2[C:10](=[CH:11][C:12]=1[O:13][CH3:14])[N:9]=[CH:8][CH:7]=[C:6]2[O:15][C:16]1[CH:22]=[CH:21][C:19]([NH2:20])=[C:18]([CH3:23])[C:17]=1[CH3:24].ClC(Cl)(O[C:29](=[O:35])OC(Cl)(Cl)Cl)Cl.[NH2:37][C:38]1[CH:43]=[CH:42][CH:41]=[CH:40][N:39]=1.CO>C(Cl)(Cl)Cl.C(N(CC)CC)C.ClCCl>[CH3:1][O:2][C:3]1[CH:4]=[C:5]2[C:10](=[CH:11][C:12]=1[O:13][CH3:14])[N:9]=[CH:8][CH:7]=[C:6]2[O:15][C:16]1[CH:22]=[CH:21][C:19]([NH:20][C:29]([NH:37][C:38]2[CH:43]=[CH:42][CH:41]=[CH:40][N:39]=2)=[O:35])=[C:18]([CH3:23])[C:17]=1[CH3:24]. Run in C(C)N(CC)CC (triethylamine), ClCCl (dichloromethane), C(Cl)(Cl)Cl (chloroform). The product is COC=1C=C2C(=CC=NC2=CC1OC)OC1=C(C(=C(C=C1)NC(=O)NC1=NC=CC=C1)C)C (N-{4-[(6,7-Dimethoxy-4-quinolyl)oxy]-2,3-dimethylphenyl}-N′-(2pyridyl)urea). Procedure: 4-[(6,7-Dimethoxy-4-quinolyl)oxy]-2,3-dimethyl-aniline (120 mg) was dissolved in chloroform (10 ml) and triethylamine (1 ml), and a solution of triphosgene (110 mg) in dichloromethane was then added to the solution. The mixture was stirred at room temperature for 30 min. Next, 2-aminopyridine (104 mg) was added to the reaction solution, and the mixture was heated under reflux overnight. Methanol was added to the reaction solution, and the solvent was removed by distillation under the reduced pre... Reaction conditions: time 30 minute.